Dataset: the Open Reaction Database (ORD), a public repository of structured organic reaction records. Task: describe an organic reaction: reactants, conditions, products, and yield Reactants: crude intermediate, Cl (hydrochloric acid), C1(=CC=CC=C1)C(C#N)(CC=C)C1=CC=CC=C1 (2,2-diphenyl-4-pentenenitrile), C(C)[Mg]Br (ethylmagnesium bromide), C1=CC=CC=C1 (benzene), CCOCC (ether). The product is C1(=CC=CC=C1)C(C(CC)=O)(CC=C)C1=CC=CC=C1 (4,4-diphenyl-6-hepten-3-one). Reaction SMILES: [C:1]1([C:7]([C:13]2[CH:18]=[CH:17][CH:16]=[CH:15][CH:14]=2)([CH2:10][CH:11]=[CH2:12])[C:8]#N)[CH:6]=[CH:5][CH:4]=[CH:3][CH:2]=1.[CH2:19]([Mg]Br)[CH3:20].C1C=CC=CC=1.Cl.CC[O:32]CC>>[C:1]1([C:7]([C:13]2[CH:18]=[CH:17][CH:16]=[CH:15][CH:14]=2)([CH2:10][CH:11]=[CH2:12])[C:8](=[O:32])[CH2:19][CH3:20])[CH:6]=[CH:5][CH:4]=[CH:3][CH:2]=1. Procedure details: A mixture of 2,2-diphenyl-4-pentenenitrile (2.33 g), 3.0M ethylmagnesium bromide in ether (10 ml), and benzene (30 ml) was heated at reflux for 3 hours, with stirring. After cooling to room temperature, the crude intermediate was stirred with 1N hydrochloric acid for 3 hours. The hydrolysate was partitioned between water and ethyl acetate (3×). The combined extracts were washed with water and brine, dried (MgSO4), and rotary evaporated to give a crude material which was flash-chromatographed ove... Reactants: [NH4+].[Cl-] (NH4Cl), BrC1=CC=C(C=C1)C=1OC(=C(N1)C(C)C)C=O (2-(4-bromo-phenyl)-4-isopropyl-oxazole-5-carbaldehyde), C[Mg]Br (methyl magnesium bromide), C[Mg]Br (methyl magnesium bromide). The solvent is C1CCOC1 (THF). Reaction conditions: time 1 hour. Product: BrC1=CC=C(C=C1)C=1OC(=C(N1)C(C)C)C(C)O (1-[2-(4-Bromo-phenyl)-4-isopropyl-oxazol-5-yl]-ethanol). Yield: 40.8%. Reaction SMILES: [Br:1][C:2]1[CH:7]=[CH:6][C:5]([C:8]2[O:9][C:10]([CH:16]=[O:17])=[C:11]([CH:13]([CH3:15])[CH3:14])[N:12]=2)=[CH:4][CH:3]=1.[CH3:18][Mg]Br.[NH4+].[Cl-]>C1COCC1>[Br:1][C:2]1[CH:3]=[CH:4][C:5]([C:8]2[O:9][C:10]([CH:16]([OH:17])[CH3:18])=[C:11]([CH:13]([CH3:15])[CH3:14])[N:12]=2)=[CH:6][CH:7]=1 |f:2.3|. Procedure: A solution of 2-(4-bromo-phenyl)-4-isopropyl-oxazole-5-carbaldehyde (14.4 g, 84.9 mmol) in THF (300 mL) is cooled to −78° C. and treated dropwise with methyl magnesium bromide (25 mL, 75 mmol, 3M Et2O). After 1 h, more methyl magnesium bromide (12 mL, 36 mmol) is added. The reaction mixture is stirred 1.5 h, and saturated NH4Cl solution (10 ml) is added dropwise. The mixture is partitioned between saturated NH4Cl solution (10 ml), 1N HCl (25 mL), and Et2O (300 mL). The organic layer is washed wi... Reported procedure: Polyethersulfone (SUMIKAEXCEL®4800P, manufactured by Sumika Chem Tex Co., Ltd.) (20 mass %), triethyleneglycol (manufactured by MISTUI CHEMICALS, INC.) (40 mass %), and N-methyl 2-pyrrolidone (manufactured by Mitsubishi Chemical Corporation) (40 mass %) were mixed and stirred to prepare a homogeneous and transparent membrane-forming solution. A hollow fiber membrane was obtained in the same manner as in Example 2, except that this membrane-forming solution and N-methyl 2-pyrrolidone/triethyleneg... Starting materials: Polyethersulfone, C(COCCOCCO)O (triethyleneglycol), CN1C(CCC1)=O (N-methyl 2-pyrrolidone). Yields the product CN1C(CCC1)=O.C(COCCOCCO)O.O (N-methyl 2-pyrrolidone triethyleneglycol water). RXN SMILES: [CH2:1]([OH:10])[CH2:2][O:3][CH2:4][CH2:5][O:6][CH2:7][CH2:8][OH:9].[CH3:11][N:12]1[CH2:16][CH2:15][CH2:14][C:13]1=[O:17]>>[CH3:11][N:12]1[CH2:16][CH2:15][CH2:14][C:13]1=[O:17].[CH2:1]([OH:10])[CH2:2][O:3][CH2:4][CH2:5][O:6][CH2:7][CH2:8][OH:9].[OH2:3] |f:2.3.4|. Starting materials: CC(C)=O, O=S(=O)(c1ccc(Cl)cc1)C12CCC3(CC1COc1c(F)ccc(F)c12)OCCO3, O, Cc1ccccc1S(=O)(=O)Cl. The product is O=C1CCC2(S(=O)(=O)c3ccc(Cl)cc3)c3c(F)ccc(F)c3OCC2C1. Reaction SMILES: [CH3:42][C:43](=[O:44])[CH3:45].[Cl:1][c:2]1[cH:3][cH:4][c:5]([S:8](=[O:9])(=[O:10])[C:11]23[c:12]4[c:13]([c:25]([F:30])[cH:26][cH:27][c:28]4[F:29])[O:14][CH2:15][CH:16]2[CH2:17][C:18]2([CH2:19][CH2:20]3)[O:21][CH2:24][CH2:23][O:22]2)[cH:6][cH:7]1.[OH2:46].[c:31]1([CH3:32])[c:33]([S:34]([Cl:35])(=[O:36])=[O:37])[cH:38][cH:39][cH:40][cH:41]1>>[Cl:1][c:2]1[cH:3][cH:4][c:5]([S:8](=[O:9])(=[O:10])[C:11]23[c:12]4[c:13]([c:25]([F:30])[cH:26][cH:27][c:28]4[F:29])[O:14][CH2:15][CH:16]2[CH2:17][C:18](=[O:21])[CH2:19][CH2:20]3)[cH:6][cH:7]1. The reactants are CCCCC1CCNCC1, CC#N, O=C1CSc2ccccc2N1CCCCl, [K+], [K+], O=C([O-])[O-]. Yields the product CCCCC1CCN(CCCN2C(=O)CSc3ccccc32)CC1. Reaction SMILES: [CH2:7]([CH2:8][CH2:9][CH3:10])[CH:11]1[CH2:12][CH2:13][NH:14][CH2:15][CH2:16]1.[CH3:32][C:33]#[N:34].[Cl:17][CH2:18][CH2:19][CH2:20][N:21]1[C:22](=[O:31])[CH2:23][S:24][c:25]2[c:26]1[cH:27][cH:28][cH:29][cH:30]2.[K+:1].[K+:2].[O-:3][C:4]([O-:5])=[O:6]>>[CH2:7]([CH2:8][CH2:9][CH3:10])[CH:11]1[CH2:12][CH2:13][N:14]([CH2:18][CH2:19][CH2:20][N:21]2[C:22](=[O:31])[CH2:23][S:24][c:25]3[c:26]2[cH:27][cH:28][cH:29][cH:30]3)[CH2:15][CH2:16]1.